This data is from the Open Reaction Database (ORD), a public repository of structured organic reaction records. The task is: describe an organic reaction: reactants, conditions, products, and yield Reactants: CO, CC(=O)Oc1ccccc1C(=O)Nc1ccc(C(F)(F)F)cc1, c1c[nH]cn1. Product: O=C(Nc1ccc(C(F)(F)F)cc1)c1ccccc1O. Reaction SMILES: [CH3:29][OH:30].[F:6][C:7]([c:8]1[cH:9][cH:10][c:11]([NH:14][C:15]([c:16]2[c:17]([O:22][C:23](=[O:24])[CH3:25])[cH:18][cH:19][cH:20][cH:21]2)=[O:26])[cH:12][cH:13]1)([F:27])[F:28].[nH:1]1[cH:2][cH:3][n:4][cH:5]1>>[F:6][C:7]([c:8]1[cH:9][cH:10][c:11]([NH:14][C:15]([c:16]2[c:17]([OH:22])[cH:18][cH:19][cH:20][cH:21]2)=[O:26])[cH:12][cH:13]1)([F:27])[F:28]. The reactants are ClCCN1CCN(CC1)C1=CC(=C(C=C1)Cl)Cl (1-(2-Chloroethyl)-4-(3,4-dichlorophenyl)piperazine), C(C)(=O)OCC.ClCCl (ethyl acetate dichloromethane), ice, N1C=CC=2C(CCCC12)=O (1,5,6,7-tetrahyroindol-4-one), [OH-].[Na+] (sodium hydroxide). Run in CS(=O)C (DMSO), CS(=O)C (DMSO). Reaction conditions: time 0.5 hour. Product: ClC=1C=C(C=CC1Cl)N1CCN(CC1)CCN1C=CC=2C(CCCC12)=O (1-{2-[4-(3,4-Dichlorophenyl)piperazin-1-yl]ethyl}-1,5,6,7-tetrahydroindol-4-one). Yield: 85.0%. As a reaction SMILES: [NH:1]1[C:9]2[CH2:8][CH2:7][CH2:6][C:5](=[O:10])[C:4]=2[CH:3]=[CH:2]1.[OH-].[Na+].Cl[CH2:14][CH2:15][N:16]1[CH2:21][CH2:20][N:19]([C:22]2[CH:27]=[CH:26][C:25]([Cl:28])=[C:24]([Cl:29])[CH:23]=2)[CH2:18][CH2:17]1.C(OCC)(=O)C.ClCCl>CS(C)=O>[Cl:29][C:24]1[CH:23]=[C:22]([N:19]2[CH2:18][CH2:17][N:16]([CH2:15][CH2:14][N:1]3[C:9]4[CH2:8][CH2:7][CH2:6][C:5](=[O:10])[C:4]=4[CH:3]=[CH:2]3)[CH2:21][CH2:20]2)[CH:27]=[CH:26][C:25]=1[Cl:28] |f:1.2,4.5|. Procedure details: To a solution of 1,5,6,7-tetrahyroindol-4-one (107 mg) in DMSO (2 mL) was added powdered sodium hydroxide (33 mg) and the mixture was stirred at ambient temperature for 0.5 hours. 1-(2-Chloroethyl)-4-(3,4-dichlorophenyl)piperazine (220 mg) from step 1 was then added as a solution in DMSO (2 mL) and the resulting mixture stirred at ambient temperature for 24 hours then heated to approximately 60° C. for 2 hours, after which time thin layer chromatography (TLC) (ethyl acetate:dichloromethane 1:1) ... RXN SMILES: [C:1]([CH2:3][C:4](N)=[O:5])#[N:2].[H-].[Na+].C(O[CH:12]([O:16][CH2:17][CH3:18])N(C)C)C.C(OC(OCC(C)(C)C)N(C)C)C(C)(C)C.[C:35]([CH:37]([C:41]1CCCC(=O)[CH:42]=1)C(N)=O)#N>>[CH3:12][O:16][C:17]1[CH:18]=[C:42]([C:4]([CH2:3][C:1]#[N:2])=[O:5])[CH:41]=[CH:37][CH:35]=1 |f:1.2|. Product: COC1=CC=CC(=C1)C(=O)CC#N (trile). Reported procedure: The novel intermediates of the present invention originate from a novel process which utilizes dihydro=resorcinol as the starting material. That substance thus is allowed to react with a chlorinating reagent such as phosphorus trichloride to afford 3-chloro-2-cyclohexen-1-one. Reaction with cyanoacetamide and sodium hydride results in α-cyano-3-oxo-1-cyclohexen-1-acetamide, which is contacted with a dialkylformamide acetal, for example dimethylformamide diethyl acetal or dimethylformamide dineop... Reactants: C(C)OC(N(C)C)OCC (dimethylformamide diethyl acetal), C(#N)CC(=O)N (cyanoacetamide), [H-].[Na+] (sodium hydride), C(C(C)(C)C)OC(N(C)C)OCC(C)(C)C (dimethylformamide dineopentyl acetal), dialkylformamide acetal, C(#N)C(C(=O)N)C1=CC(CCC1)=O (α-cyano-3-oxo-1-cyclohexen-1-acetamide). Starting materials: CC1=CC=C(C(C(=O)N)=C1)O (5-Methylsalicylamide), C(CC)I (Propyl iodide). Run in [Na] (sodium), C(C)O (ethanol). Yields the product CC=1C=CC(=C(C(=O)N)C1)OCCC (5-methyl-2-propoxybenzamide). RXN SMILES: [CH3:1][C:2]1[CH:10]=[C:6]([C:7]([NH2:9])=[O:8])[C:5]([OH:11])=[CH:4][CH:3]=1.[CH2:12](I)[CH2:13][CH3:14]>[Na].C(O)C>[CH3:1][C:2]1[CH:3]=[CH:4][C:5]([O:11][CH2:12][CH2:13][CH3:14])=[C:6]([CH:10]=1)[C:7]([NH2:9])=[O:8] |^1:15|. Procedure details: 5-Methylsalicylamide (30.2 g; prepared as described in French Pat. No. M21) was dissolved in a solution of sodium (4.6 g.) in ethanol (200 ml.). Propyl iodide (37.4 g.) was added with stirring, and the mixture was stirred for 1 hour at room temperature and then under reflux for a further 19 hours. The mixture was concentrated to about 75 ml. and poured into water (300 ml.). The precipitated solid was filtered off and stirred with 2N sodium hydroxide solution (100 ml.). The insoluble solid was fi... Procedure details: To a solution of 22.38 g of methyl acetate in 24.2 mL of toluene was added 11.66 g of sodium methoxide (28 wt % of methanol solution) at room temperature. To the obtained white suspension was added 5.00 g of 2-fluorobenzaldehyde at room temperature. After stirring at room temperature for 2 hours, methyl cyanoacetate and 7.77 g of sodium methoxide (28 wt % of a methanol solution) were further added thereto, followed by stirring at 65° C. overnight. The reaction mixture was cooled to room temperat... Yields the product C(#N)C(C(=O)OC)C(CC(=O)OC)C1=C(C=CC=C1)F (dimethyl 2-cyano-3-(2-fluorophenyl)pentanedioate). Reaction conditions: time 2 hour. The reactants are C(C)(=O)OC (methyl acetate), C[O-].[Na+] (sodium methoxide), Cl (hydrochloric acid), FC1=C(C=O)C=CC=C1 (2-fluorobenzaldehyde), C(#N)CC(=O)OC (methyl cyanoacetate), C[O-].[Na+] (sodium methoxide). The solvent is C1(=CC=CC=C1)C (toluene), [Cl-].[Na+].O (brine), CO (methanol). As a reaction SMILES: [C:1]([O:4][CH3:5])(=[O:3])[CH3:2].C[O-].[Na+].[F:9][C:10]1[CH:17]=[CH:16][CH:15]=[CH:14][C:11]=1[CH:12]=O.[C:18]([CH2:20][C:21]([O:23][CH3:24])=[O:22])#[N:19].Cl>C1(C)C=CC=CC=1.[Cl-].[Na+].O.CO>[C:18]([CH:20]([CH:12]([C:11]1[CH:14]=[CH:15][CH:16]=[CH:17][C:10]=1[F:9])[CH2:2][C:1]([O:4][CH3:5])=[O:3])[C:21]([O:23][CH3:24])=[O:22])#[N:19] |f:1.2,7.8.9|. Starting materials: CN1CCNCC1 (N-methylpiperazine), BrC1=C(C=C(C=C1)[N+](=O)[O-])OC (2-bromo-5-nitroanisole), C([O-])([O-])=O.[K+].[K+] (potassium carbonate). The reagents and catalysts are [Cu]Br (copper (I) bromide). The solvent is N1=CC=CC=C1 (pyridine), C1(=CC=CC=C1)C (toluene). Reaction conditions: temperature 100 celsius. The product is COC1=C(C=CC(=C1)[N+](=O)[O-])N1CCN(CC1)C (1-(2-Methoxy-4-nitrophenyl)-4-methylpiperazine). The yield is 14.8%. Reaction SMILES: [CH3:1][N:2]1[CH2:7][CH2:6][NH:5][CH2:4][CH2:3]1.Br[C:9]1[CH:14]=[CH:13][C:12]([N+:15]([O-:17])=[O:16])=[CH:11][C:10]=1[O:18][CH3:19].C(=O)([O-])[O-].[K+].[K+]>N1C=CC=CC=1.C1(C)C=CC=CC=1.[Cu]Br>[CH3:19][O:18][C:10]1[CH:11]=[C:12]([N+:15]([O-:17])=[O:16])[CH:13]=[CH:14][C:9]=1[N:5]1[CH2:6][CH2:7][N:2]([CH3:1])[CH2:3][CH2:4]1 |f:2.3.4|. Procedure: A mixture of N-methylpiperazine (216 mg, 2.15 mmol), 2-bromo-5-nitroanisole (1 g, 4.3 mmol), potassium carbonate (447 mg, 3.23 mmol), copper (I) bromide (86.6 mg, 0.30 mmol) in pyridine (0.5 ml) and toluene (2 ml) was heated at 100° C. overnight. After cooling, the mixture was partitioned between water and ether and the aqueous phase was further extracted with ethyl acetate. The combined organic phases were dried (Na2SO4) and evaporated under reduced pressure, to give the crude product. This was... Starting materials: C(CCCC)N=C=NC=1C=NC=CC1 (N-n-pentyl-N'-3-pyridylcarbodiimide), C(C)(C)(C)N=C=NC=1C=NC=CC1 (N-tert-butyl-N'-3-pyridylcarbodiimide). Reaction SMILES: [CH2:1]([N:6]=[C:7]=[N:8][C:9]1[CH:10]=[N:11][CH:12]=[CH:13][CH:14]=1)[CH2:2][CH2:3][CH2:4][CH3:5].C([N:19]=[C:20]=[N:21]C1C=NC=CC=1)(C)(C)C>>[C:20]([N:21]=[C:7]([NH:8][C:9]1[CH:10]=[N:11][CH:12]=[CH:13][CH:14]=1)[NH:6][CH2:1][CH2:2][CH2:3][CH2:4][CH3:5])#[N:19]. Product: C(#N)N=C(NCCCCC)NC=1C=NC=CC1 (N"-cyano-N-n-pentyl-N'-3-pyridylguanidine). Procedure details: By following the procedure of Example 1, but substituting N-n-pentyl-N'-3-pyridylcarbodiimide for the N-tert-butyl-N'-3-pyridylcarbodiimide, the desired compound was obtained with a melting point of 130.4°-131.6° C.